From a dataset of the Open Reaction Database (ORD), a public repository of structured organic reaction records. describe an organic reaction: reactants, conditions, products, and yield Starting materials: C(C)OC1=NC2=C(C(O1)=O)C(=CC=C2)C (2-Ethoxy-5-methyl-4H-3,1-benzoxazin-4-one), III, Cl (HCl), O1CCCC1 (tetrahydrofuran). Product: C(C)OC(=O)NC1=C(C(=O)O)C(=CC=C1)C (2-ethoxycarbonylamino-6-methylbenzoic acid). Isolated yield 74.0%. Reaction SMILES: [CH2:1]([O:3][C:4]1[O:9][C:8](=[O:10])[C:7]2[C:11]([CH3:15])=[CH:12][CH:13]=[CH:14][C:6]=2[N:5]=1)[CH3:2].Cl.[O:17]1CCCC1>>[CH2:1]([O:3][C:4]([NH:5][C:6]1[CH:14]=[CH:13][CH:12]=[C:11]([CH3:15])[C:7]=1[C:8]([OH:17])=[O:10])=[O:9])[CH3:2]. Procedure details: 2-Ethoxy-5-methyl-4H-3,1-benzoxazin-4-one (20 g., 97.56 mmol) of Preparation III herein, and 4N HCl (10 ml), were stirred in tetrahydrofuran (THF, 200 ml) at room temperature for 15 minutes. The reaction mixture was evaporated to dryness under reduced pressure. The residue was dissolved in ethyl acetate (250 ml), washed with water (3×150 ml), and evaporated to give a pale yellow solid. Recrystallization from ethyl acetate/ pet. ether afforded 2-ethoxycarbonylamino-6-methylbenzoic acid (16.18 g, ... Reactants: BrC=1OC2=C(C1C1=CC(=C(C=C1)C)C)C=CC=C2 (2-bromo-3-(3',4'-dimethylphenyl)benzofuran), C1=CCC(CC1)C(=O)O (cyclohexene-4-carboxylic acid), O (water), [N+](=O)([N+](=O)[O-])[O-] (dinitrogen tetroxide). Run at time 16 hour. Procedure details: To a solution of 12.4 g (0.041 mole) of 2-bromo-3-(3',4'-dimethylphenyl)benzofuran in 400 ml of acetic acid is added 7.8 g (0.062 mole) of cyclohexene-4-carboxylic acid and a solution of 5 g (0.062 mole) of dinitrogen tetroxide in 25 ml of acetic acid. After stirring for about 16 hours the mixture is poured into cold water to give a gummy solid. The solid is collected, washed with water and dissolved in diethyl ether. The ether solution is washed with water, 10% sodium bicarbonate solution and s... Product: CC=1C=C(C=CC1C)C1=C(OC2=C1C=CC=C2)[N+](=O)[O-] (3-(3',4'-dimethylphenyl)-2-nitrobenzofuran). Solvent: C(C)(=O)O (acetic acid), C(Cl)(Cl)(Cl)Cl (carbon tetrachloride), C(C)(=O)O (acetic acid). RXN SMILES: Br[C:2]1[O:3][C:4]2[CH:18]=[CH:17][CH:16]=[CH:15][C:5]=2[C:6]=1[C:7]1[CH:12]=[CH:11][C:10]([CH3:13])=[C:9]([CH3:14])[CH:8]=1.C1CCC(C(O)=O)CC=1.[N+:28]([O-:33])([N+]([O-])=O)=[O:29].O>C(O)(=O)C.C(Cl)(Cl)(Cl)Cl>[CH3:14][C:9]1[CH:8]=[C:7]([C:6]2[C:5]3[CH:15]=[CH:16][CH:17]=[CH:18][C:4]=3[O:3][C:2]=2[N+:28]([O-:33])=[O:29])[CH:12]=[CH:11][C:10]=1[CH3:13]. Starting materials: COc1cccc(CCOS(C)(=O)=O)c1CCOS(C)(=O)=O, CC#N. The product is COc1cccc2c1CCNCC2. Reaction SMILES: [CH3:1][S:2]([O:3][CH2:6][CH2:7][c:8]1[c:9]([O:21][CH3:22])[cH:10][cH:11][cH:12][c:13]1[CH2:14][CH2:15][O:4][S:5]([CH3:16])(=[O:17])=[O:18])(=[O:19])=[O:20].[CH3:23][C:24]#[N:25]>>[CH2:6]1[CH2:7][c:8]2[c:9]([O:21][CH3:22])[cH:10][cH:11][cH:12][c:13]2[CH2:14][CH2:15][NH:25]1. Reactants: O (water), N1N=CC(=C1)CCO (2-(1H-pyrazol-4-yl)ethanol), [OH-].[K+] (potassium hydroxide), CI (methyl iodide). Run in C(C)O (ethanol). Product: CN1N=CC(=C1)CCO (2-(1-methyl-1H-pyrazol-4-yl)ethanol). Reaction SMILES: [NH:1]1[CH:5]=[C:4]([CH2:6][CH2:7][OH:8])[CH:3]=[N:2]1.[OH-].[K+].[CH3:11]I.O>C(O)C>[CH3:11][N:1]1[CH:5]=[C:4]([CH2:6][CH2:7][OH:8])[CH:3]=[N:2]1 |f:1.2|. Procedure: To a solution cooled (0° C.) of 2-(1H-pyrazol-4-yl)ethanol (93 g, 0.83 mol) and potassium hydroxide (48.8 g, 0.87 mol) in absolute ethanol (9.25 L) was added methyl iodide (178 g, 1.25 mol) dropwise. The mixture was allowed to react for 30 min, at which time it was poured into water (400 mL) and extracted with diethyl ether (4×100 mL). The combined organic layers were dried (Na2SO4), filtered, concentrated in vacuo, and purified by vacuum distillation to afford the title compound. The reactants are BH3, ·THF, C(C)(C)(C)C=1C=C(C(=O)O)C=C(C1)C(C)(C)C (3,5-di-t-butylbenzoic acid). Run in C1CCOC1 (THF). Conditions: time 1.5 hour. Yields the product C(C)(C)(C)C=1C=C(CO)C=C(C1)C(C)(C)C (3, 5-di-t-butylbenzyl alcohol). RXN SMILES: [C:1]([C:5]1[CH:6]=[C:7]([CH:11]=[C:12]([C:14]([CH3:17])([CH3:16])[CH3:15])[CH:13]=1)[C:8](O)=[O:9])([CH3:4])([CH3:3])[CH3:2]>C1COCC1>[C:14]([C:12]1[CH:11]=[C:7]([CH:6]=[C:5]([C:1]([CH3:4])([CH3:3])[CH3:2])[CH:13]=1)[CH2:8][OH:9])([CH3:17])([CH3:16])[CH3:15]. Reported procedure: To 1 g of 3,5-di-t-butylbenzoic acid dissolved in THF (10 mL) was added at 25° C. a solution of 1M BH3 ·THF (4 mL), and the mixture was stirred at this temperature for 1.5 hours. The mixture was quenched with 1N NaOH (4 mL) and extracted with ethyl acetate. The combined organic extracts were dried over sodium sulfate and evaporated to give 3, 5-di-t-butylbenzyl alcohol as a clear oil which was used directly in the next step. Reactants: B(O)O (boronic acid), CC1=NNC(=C1)C(=O)OCC (ethyl 3-methylpyrazole-5-carboxylate), N1=CC=CC=C1 (pyridine). Reagents/catalysts: C(C)(=O)[O-].[Cu+2].C(C)(=O)[O-] (copper(II) acetate). The solvent is C(Cl)Cl (DCM), C(Cl)Cl (DCM). Conditions: time 4 day. Yields the product CC1=NN(C(=C1)C(=O)OCC)C1=CC2=CC=C(C=C2C=C1)OC (ethyl 3-methyl-1-(6-methoxy-2-naphthyl)-1H-pyrazole-5-carboxylate), CC1=CC(=NN1C1=CC2=CC=C(C=C2C=C1)OC)C(=O)OCC (ethyl 5-methyl-1-(6-methoxy-2-naphthyl)-1H-pyrazole-3-carboxylate). Yield: 25.0%. As a reaction SMILES: B(O)O.[CH3:4][C:5]1[CH:9]=[C:8]([C:10]([O:12][CH2:13][CH3:14])=[O:11])[NH:7][N:6]=1.[N:15]1[CH:20]=[CH:19][CH:18]=[CH:17][CH:16]=1>C(Cl)Cl.C([O-])(=O)C.[Cu+2].C([O-])(=O)C>[CH3:4][C:5]1[CH:9]=[C:8]([C:10]([O:12][CH2:13][CH3:14])=[O:11])[N:7]([C:16]2[CH:4]=[CH:5][C:9]3[C:18](=[CH:19][CH:20]=[C:10]([O:12][CH3:13])[CH:8]=3)[CH:17]=2)[N:6]=1.[CH3:4][C:5]1[N:15]([C:20]2[CH:4]=[CH:5][C:9]3[C:18](=[CH:17][CH:16]=[C:10]([O:12][CH3:13])[CH:8]=3)[CH:19]=2)[N:7]=[C:8]([C:10]([O:12][CH2:13][CH3:14])=[O:11])[CH:9]=1 |f:4.5.6|. Procedure: To a solution of the above-prepared boronic acid (0.84 g, 3.2 mmol) and ethyl 3-methylpyrazole-5-carboxylate (0.49 g, 3.2 mmol) in 20 mL dry DCM were added pyridine (0.77 mL, 9.5 mmol) and anhydrous powder of copper(II) acetate (1.15 g, 6.3 mmol). Some activated molecular sieve powder was added afterwards. The resulting slurry was stirred for 4 days under argon. The mixture was diluted with DCM. It was filtered through celite. The blue filtrate was washed with water (×2), dried, concentrated and... The reactants are C(OC(C)Cl)(OCC)=O (1-Chloroethyl ethyl carbonate), C(C)(=O)NC=1C(=C(C(=C(C1I)C(=O)[O-])I)C(=O)NC)I.[K+] (potassium 5-(N-acetylamino)-3-(N-methylaminocarbonyl)-2,4,6-triiodobenzenecarboxylate), [I-].[Na+] (sodium iodide). Solvent: CN(C)C=O (DMF). Conditions: temperature 50 celsius, time 24 hour. Yields the product C(C)(=O)NC=1C(=C(C(=C(C1I)C(=O)OC(C)OC(=O)OCC)I)C(=O)NC)I (1-(Ethyloxycarbonyloxy)ethyl 5-(N-acetylamino)-3-(N-methylaminocarbonyl)-2,4,6-triiodobenzenecarboxylate). Reaction SMILES: [C:1](=[O:9])([O:6][CH2:7][CH3:8])[O:2][CH:3](Cl)[CH3:4].[C:10]([NH:13][C:14]1[C:15]([I:29])=[C:16]([C:25]([NH:27][CH3:28])=[O:26])[C:17]([I:24])=[C:18]([C:21]([O-:23])=[O:22])[C:19]=1[I:20])(=[O:12])[CH3:11].[K+].[I-].[Na+]>CN(C=O)C>[C:10]([NH:13][C:14]1[C:15]([I:29])=[C:16]([C:25]([NH:27][CH3:28])=[O:26])[C:17]([I:24])=[C:18]([C:21]([O:23][CH:3]([O:2][C:1]([O:6][CH2:7][CH3:8])=[O:9])[CH3:4])=[O:22])[C:19]=1[I:20])(=[O:12])[CH3:11] |f:1.2,3.4|. Procedure details: 1-Chloroethyl ethyl carbonate (1.67 g, 11.0 mmol) was added dropwise at room temperature to a solution of potassium 5-(N-acetylamino)-3-(N-methylaminocarbonyl)-2,4,6-triiodobenzenecarboxylate (6.52 g, 10.0 mmol) and sodium iodide (150 mg, 1.0 mmol) in dry DMF (50 ml). After stirring at 50° C. for 24 hours the solvent was removed at reduced pressure. The residue was dissolved in chloroform and washed four times with a saturated sodium hydrogen carbonate solution and twice with water. After drying... The reactants are FC1=CC=C(OC2=C(C=C(C=C2)NC(=O)NC2=CC=C(C=C2)OC2=C3C(=NC=C2)NN=C3)C(F)(F)F)C=C1 (1-[4-(4-Fluorophenoxy)-3-trifluoromethyl-phenyl]-3-[4-(1H-pyrazolo[3,4-b]pyridin-4-yloxy)phenyl]urea), CCC(=O)C(=O)Cl (ethyloxalyl chloride). Solvent: ClCCl (dichloromethane), C1CCOC1 (THF). Reaction conditions: temperature 70 celsius, time 3 hour. The product is FC1=CC=C(OC2=C(C=C(C=C2)N2C(N(C(C2=O)=O)C2=CC=C(C=C2)OC2=C3C(=NC=C2)NN=C3)=O)C(F)(F)F)C=C1 (1-[4-(4-Fluorophenoxy)-3-trifluoromethyl-phenyl]-3-[4-(1H-pyrazolo[3,4-b]pyridin-4-yloxy)phenyl]imidazolidine-2,4,5-trione). The yield is 20.0%. RXN SMILES: [F:1][C:2]1[CH:38]=[CH:37][C:5]([O:6][C:7]2[CH:12]=[CH:11][C:10]([NH:13][C:14]([NH:16][C:17]3[CH:22]=[CH:21][C:20]([O:23][C:24]4[CH:29]=[CH:28][N:27]=[C:26]5[NH:30][N:31]=[CH:32][C:25]=45)=[CH:19][CH:18]=3)=[O:15])=[CH:9][C:8]=2[C:33]([F:36])([F:35])[F:34])=[CH:4][CH:3]=1.CC[C:41]([C:43](Cl)=[O:44])=[O:42]>ClCCl.C1COCC1>[F:1][C:2]1[CH:3]=[CH:4][C:5]([O:6][C:7]2[CH:12]=[CH:11][C:10]([N:13]3[C:41](=[O:42])[C:43](=[O:44])[N:16]([C:17]4[CH:18]=[CH:19][C:20]([O:23][C:24]5[CH:29]=[CH:28][N:27]=[C:26]6[NH:30][N:31]=[CH:32][C:25]=56)=[CH:21][CH:22]=4)[C:14]3=[O:15])=[CH:9][C:8]=2[C:33]([F:35])([F:36])[F:34])=[CH:37][CH:38]=1. Procedure details: 1-[4-(4-Fluorophenoxy)-3-trifluoromethyl-phenyl]-3-[4-(1H-pyrazolo[3,4-b]pyridin-4-yloxy)phenyl]urea (50 mg, 0.15 mmol) was dissolved in dichloromethane (5 mL) and THF (3 mL), and ethyloxalyl chloride (70 μL) was added thereto. The resulting mixture was stirred at 70° C. for 3 hours. The reaction solution was concentrated and then purified by reverse-phase HPLC (ODS column, 0.05% TFA-containing water/acetonitrile system, 5% to 95% linear gradient) to give the target compound (9 mg, 20%). The reactants are CCO, Cl, O=[N+]([O-])c1ccc(CCn2ccnc2)cc1. The product is Nc1ccc(CCn2ccnc2)cc1. RXN SMILES: [CH3:17][CH2:18][OH:19].[ClH:20].[N+:1]([O-:2])(=[O:3])[c:4]1[cH:5][cH:6][c:7]([CH2:10][CH2:11][n:12]2[cH:13][n:14][cH:15][cH:16]2)[cH:8][cH:9]1>>[NH2:1][c:4]1[cH:5][cH:6][c:7]([CH2:10][CH2:11][n:12]2[cH:13][n:14][cH:15][cH:16]2)[cH:8][cH:9]1.